From a dataset of the Open Reaction Database (ORD), a public repository of structured organic reaction records. describe an organic reaction: reactants, conditions, products, and yield Reactants: Cl (HCl), [OH-].[K+] (potassium hydroxide), C(OC)COC (dimethoxyethane), C(#N)C(C(=O)O)=CC1=CC(=C(C=C1)OC)OC (alpha-cyano-3,4-dimethoxycinnamic acid), S(=O)(=O)(C1=CC=C(C)C=C1)C[N+]#[C-] (tosyl methylisocyanide), C(OC)COC (dimethoxyethane). The solvent is O (water). Run at time 30 minute. Product: COC=1C=C(C=CC1OC)C1=CNC=C1C#N (3-(3,4-dimethoxyphenyl)-4-cyanopyrrole). The yield is 92.0%. RXN SMILES: [OH-].[K+].[C:3]([C:5](=[CH:9][C:10]1[CH:15]=CC(OC)=[C:12](OC)[CH:11]=1)[C:6](O)=O)#[N:4].S([CH2:30][N+:31]#[C-])(C1C=CC(C)=CC=1)(=O)=O.Cl.[CH2:34]([CH2:37][O:38][CH3:39])[O:35][CH3:36]>O>[CH3:36][O:35][C:34]1[CH:15]=[C:10]([C:9]2[C:5]([C:3]#[N:4])=[CH:6][NH:31][CH:30]=2)[CH:11]=[CH:12][C:37]=1[O:38][CH3:39] |f:0.1|. Reported procedure: 12.62 g (225.0 m mol) of potassium hydroxide was added to 100 ml of dimethoxyethane. The solution was then cooled at a temperature from 0° C. to 10° C., was fed with 11.66 g (50.0 m mol) of alpha-cyano-3,4-dimethoxycinnamic acid, and was stirred for 30 min. at the same temperature. The liquid was then fed dropwise for one hour, at room temperature, with a solution of 10.25 g (52.5 m mol) of tosyl methylisocyanide in 60 ml of dimethoxyethane. When the dropping ended, the mixed liquid was stirred ... Isolated yield 97.0%. Reported procedure: The crude 2-methyl-2-(4-{2-[5-methyl-2-(4-phenoxy-phenyl)-oxazol-4-yl]-ethoxy}-phenoxy)-propionic acid ethyl ester (0.316 g, 0.614 mmol) was combined with 5 N NaOH (0.61 mL, 3.05 mmol) in absolute EtOH (20 mL) and heated to reflux for 3 h. The reaction mixture was cooled, filtered through hyflo, and the solvent removed in vacuo from the filtrate. The residue was acidified with 1 N HCl (3.2 mL) and then extracted with EtOAc and water. The organic layer was dried (MgSO4) and the solvent removed in... Solvent: CCO (EtOH). Reaction SMILES: C([O:3][C:4](=[O:37])[C:5]([CH3:36])([O:7][C:8]1[CH:13]=[CH:12][C:11]([O:14][CH2:15][CH2:16][C:17]2[N:18]=[C:19]([C:23]3[CH:28]=[CH:27][C:26]([O:29][C:30]4[CH:35]=[CH:34][CH:33]=[CH:32][CH:31]=4)=[CH:25][CH:24]=3)[O:20][C:21]=2[CH3:22])=[CH:10][CH:9]=1)[CH3:6])C.[OH-].[Na+]>CCO>[CH3:36][C:5]([O:7][C:8]1[CH:9]=[CH:10][C:11]([O:14][CH2:15][CH2:16][C:17]2[N:18]=[C:19]([C:23]3[CH:24]=[CH:25][C:26]([O:29][C:30]4[CH:35]=[CH:34][CH:33]=[CH:32][CH:31]=4)=[CH:27][CH:28]=3)[O:20][C:21]=2[CH3:22])=[CH:12][CH:13]=1)([CH3:6])[C:4]([OH:37])=[O:3] |f:1.2|. Yields the product CC(C(=O)O)(C)OC1=CC=C(C=C1)OCCC=1N=C(OC1C)C1=CC=C(C=C1)OC1=CC=CC=C1 (2-methyl-2-(4-{2-[5-methyl-2-(4-phenoxy-phenyl)-oxazol-4-yl]-ethoxy}-phenoxy)-propionic acid). Starting materials: C(C)OC(C(C)(OC1=CC=C(C=C1)OCCC=1N=C(OC1C)C1=CC=C(C=C1)OC1=CC=CC=C1)C)=O (2-methyl-2-(4-{2-[5-methyl-2-(4-phenoxy-phenyl)-oxazol-4-yl]-ethoxy}-phenoxy)-propionic acid ethyl ester), [OH-].[Na+] (NaOH). Reactants: CC(Cl)c1cccnc1, O[C@H]1CC[C@H](N(C)C)CC1. Reagents/catalysts: O=C([O-])[O-].[Cs+].[Cs+] (cesium carbonate), [I-].[K+] (potassium iodide). Run in CN(C)C=O (DMF), CN(C)C=O (dmf), CN(C)C=O (DMF). Conditions: temperature 70 celsius, time 16 hour. Product: CC(C%24=CC=CN=C%24)O[C@H]%25CC[C@H](N(C)C)CC%25. Starting materials: C(=O)C1=CC=C(C=C2C(NC(S2)=O)=O)C=C1 (5-(4-formylbenzylidene)-2,4-thiazolidinedione), ClC=1C=C(C(=C(C1)N)N)C(F)(F)F (5-chloro-3-trifluoromethyl-1,2-phenylenediamine). The product is ClC=1C=C(C2=C(N=C(N2)C2=CC=C(C=C2)C=C2C(NC(S2)=O)=O)C1)C(F)(F)F (6-Chloro-2-[4-[(2,4-dioxothiazolidin-5-ylidene)methyl]phenyl]-4-(trifluoromethyl)benzimidazole). Reaction SMILES: [CH:1]([C:3]1[CH:16]=[CH:15][C:6]([CH:7]=[C:8]2[S:12][C:11](=[O:13])[NH:10][C:9]2=[O:14])=[CH:5][CH:4]=1)=O.[Cl:17][C:18]1[CH:19]=[C:20]([C:26]([F:29])([F:28])[F:27])[C:21]([NH2:25])=[C:22]([NH2:24])[CH:23]=1>>[Cl:17][C:18]1[CH:19]=[C:20]([C:26]([F:27])([F:28])[F:29])[C:21]2[NH:25][C:1]([C:3]3[CH:16]=[CH:15][C:6]([CH:7]=[C:8]4[S:12][C:11](=[O:13])[NH:10][C:9]4=[O:14])=[CH:5][CH:4]=3)=[N:24][C:22]=2[CH:23]=1. Procedure: 6-Chloro-2-[4-[(2,4-dioxothiazolidin-5-ylidene)methyl]phenyl]-4-(trifluoromethyl)benzimidazole was prepared from 5-(4-formylbenzylidene)-2,4-thiazolidinedione and 5-chloro-3-trifluoromethyl-1,2-phenylenediamine by following General Procedure 2. Starting materials: O1CCC(=CC1)C1=CC=2[C@]3(C4=CC(=CC=C4OC2C(=C1)F)N)N=C(OCC3)N ((S)-2′-(3,6-dihydro-2H-pyran-4-yl)-4′-fluoro-5,6-dihydrospiro[[1,3]oxazine-4,9′-xanthene]-2,7′-diamine), [H][H] (hydrogen). The reagents and catalysts are [Pd] (Palladium). Run in CCO (EtOH). Reaction conditions: time 8 hour. Product: FC1=CC(=CC=2[C@]3(C4=CC(=CC=C4OC12)N)N=C(OCC3)N)C3CCOCC3 ((S)-4′-fluoro-2′-(tetrahydro-2H-pyran-4-yl)-5,6-dihydrospiro[[1,3]oxazine-4,9′-xanthene]-2,7′-diamine). Isolated yield 20.3%. Reaction SMILES: [O:1]1[CH2:6][CH:5]=[C:4]([C:7]2[CH:20]=[C:19]([F:21])[C:18]3[O:17][C:16]4[C:11](=[CH:12][C:13]([NH2:22])=[CH:14][CH:15]=4)[C@@:10]4([CH2:27][CH2:26][O:25][C:24]([NH2:28])=[N:23]4)[C:9]=3[CH:8]=2)[CH2:3][CH2:2]1.[H][H]>CCO.[Pd]>[F:21][C:19]1[C:18]2[O:17][C:16]3[C:11](=[CH:12][C:13]([NH2:22])=[CH:14][CH:15]=3)[C@@:10]3([CH2:27][CH2:26][O:25][C:24]([NH2:28])=[N:23]3)[C:9]=2[CH:8]=[C:7]([CH:4]2[CH2:5][CH2:6][O:1][CH2:2][CH2:3]2)[CH:20]=1. Procedure details: The (S)-2′-(3,6-dihydro-2H-pyran-4-yl)-4′-fluoro-5,6-dihydrospiro[[1,3]oxazine-4,9′-xanthene]-2,7′-diamine (0.231 g, 0.606 mmol) was taken up in EtOH (2 mL). Palladium (10%) on carbon (0.090 g, 0.084 mmol) was added. A 1-L balloon filled with hydrogen was emptied into the flask, venting through a needle. The vent was removed, and another 1-L balloon was attached. The reaction was stirred at RT overnight. The reaction was filtered through Celite, rinsing with 10% MeOH-DCM (60 mL). The filtrate wa... Reactants: CC(C)C[AlH]CC(C)C, CO, COC(=O)c1cc(F)c(Cl)nc1Cl, ClCCl. The product is OCc1cc(F)c(Cl)nc1Cl. Reaction SMILES: [CH3:14][CH:15]([CH2:16][AlH:17][CH2:18][CH:19]([CH3:20])[CH3:21])[CH3:22].[CH3:26][OH:27].[Cl:1][c:2]1[n:3][c:4]([Cl:13])[c:5]([F:12])[cH:6][c:7]1[C:8](=[O:9])[O:10][CH3:11].[Cl:23][CH2:24][Cl:25]>>[Cl:1][c:2]1[n:3][c:4]([Cl:13])[c:5]([F:12])[cH:6][c:7]1[CH2:8][OH:9]. The reactants are CC(=O)OI1(C=2C=CC=CC2C(=O)O1)(OC(=O)C)OC(=O)C (Dess-Martin periodinane), C(#C)C1=C2C(=NC=C1)NC=C2C(C=2C(=C(C=CC2F)NS(=O)(=O)C2=CC=C(C=C2)C(F)(F)F)F)O (N-{3-[(4-Ethynyl-1H-pyrrolo[2,3-b]pyridin-3-yl)-hydroxy-methyl]-2,4-difluoro-phenyl}-4-trifluoromethyl-benzenesulfonamide), O (water). Solvent: O1CCCC1 (tetrahydrofuran). Reaction conditions: time 15 minute. The product is C(#C)C1=C2C(=NC=C1)NC=C2C(=O)C=2C(=C(C=CC2F)NS(=O)(=O)C2=CC=C(C=C2)C(F)(F)F)F (N-[3-(4-ethynyl-1H-pyrrolo[2,3-b]pyridine-3-carbonyl)-2,4-difluoro-phenyl]-4-trifluoromethyl-benzenesulfonamide). Yield: 83.1%. Reaction SMILES: [C:1]([C:3]1[CH:8]=[CH:7][N:6]=[C:5]2[NH:9][CH:10]=[C:11]([CH:12]([OH:35])[C:13]3[C:14]([F:34])=[C:15]([NH:20][S:21]([C:24]4[CH:29]=[CH:28][C:27]([C:30]([F:33])([F:32])[F:31])=[CH:26][CH:25]=4)(=[O:23])=[O:22])[CH:16]=[CH:17][C:18]=3[F:19])[C:4]=12)#[CH:2].CC(OI1(OC(C)=O)(OC(C)=O)OC(=O)C2C=CC=CC1=2)=O.O>O1CCCC1>[C:1]([C:3]1[CH:8]=[CH:7][N:6]=[C:5]2[NH:9][CH:10]=[C:11]([C:12]([C:13]3[C:14]([F:34])=[C:15]([NH:20][S:21]([C:24]4[CH:29]=[CH:28][C:27]([C:30]([F:33])([F:32])[F:31])=[CH:26][CH:25]=4)(=[O:22])=[O:23])[CH:16]=[CH:17][C:18]=3[F:19])=[O:35])[C:4]=12)#[CH:2]. Procedure details: To N-{3-[(4-ethynyl-1H-pyrrolo[2,3-b]pyridin-3-yl)-hydroxy-methyl]-2,4-difluoro-phenyl}-4-trifluoromethyl-benzenesulfonamide (8, 0.146 g, 0.288 mmol) dissolved in 15 mL of tetrahydrofuran, Dess-Martin periodinane (0.122 g, 0.288 mmol) was added. The reaction mixture was stirred at room temperature for 15 minutes. The reaction mixture was poured into water, extracted with ethyl acetate, and the organic layer separated and washed with brine, then dried over magnesium sulfate and filtered. The filt...